This data is from the Open Reaction Database (ORD), a public repository of structured organic reaction records. The task is: describe an organic reaction: reactants, conditions, products, and yield The reactants are ClCCl, CCOC(=O)C1(C)Oc2ccc(Cl)cc2C1O, O=S(Cl)Cl, c1ccncc1. Yields the product CCOC(=O)C1(C)Oc2ccc(Cl)cc2C1Cl. Reaction SMILES: [CH2:28]([Cl:29])[Cl:30].[Cl:1][c:2]1[cH:3][cH:4][c:5]2[c:6]([cH:17]1)[CH:7]([OH:16])[C:8]([CH3:10])([C:11](=[O:12])[O:13][CH2:14][CH3:15])[O:9]2.[S:24]([Cl:25])([Cl:26])=[O:27].[cH:18]1[cH:19][cH:20][n:21][cH:22][cH:23]1>>[Cl:1][c:2]1[cH:3][cH:4][c:5]2[c:6]([cH:17]1)[CH:7]([Cl:26])[C:8]([CH3:10])([C:11](=[O:12])[O:13][CH2:14][CH3:15])[O:9]2. Yields the product C(=O)(O)C[C@]12C=C[C@H]([C@@H](CCCC(C)C)C)[C@]2(CCC=2[C@]3(CC[C@@H](C[C@@H]3CCC12)O)C)C (14α-carboxymethyl-5α-cholest-8,15-dien-3β-ol). Run in COCCOCCOC (diglyme), [OH-].[Li+] (lithium hydroxide). Procedure: A mixture of 3β-benzoyloxy-14α-carbethoxymethyl-5α-cholest-8,15-diene (209 mg, 0.36 mmole) in diglyme (5 mL) and 1N lithium hydroxide (5 mL) was heated at 125° C. to 135° C. for 4 hours, and worked up according to the procedure described in Example 2(iii) to provide 122 mg (77%) of white, crystalline 14α-carboxymethyl-5α-cholest-8,15-dien-3β-ol; mp 221°-222° C. (from CH3CN). Starting materials: C(C1=CC=CC=C1)(=O)O[C@@H]1C[C@@H]2CCC=3[C@@]4(C=C[C@H]([C@@H](CCCC(C)C)C)[C@]4(CCC3[C@]2(CC1)C)C)CC(=O)OCC (3β-benzoyloxy-14α-carbethoxymethyl-5α-cholest-8,15-diene). As a reaction SMILES: C([O:9][C@H:10]1[CH2:34][CH2:33][C@@:32]2([CH3:35])[C@@H:12]([CH2:13][CH2:14][C:15]3[C@@:16]4([CH2:37][C:38]([O:40]CC)=[O:39])[C@:28]([CH3:36])([CH2:29][CH2:30][C:31]=32)[C@@H:19]([C@H:20]([CH3:27])[CH2:21][CH2:22][CH2:23][CH:24]([CH3:26])[CH3:25])[CH:18]=[CH:17]4)[CH2:11]1)(=O)C1C=CC=CC=1>COCCOCCOC.[OH-].[Li+]>[C:38]([CH2:37][C@:16]12[C:15]3[CH2:14][CH2:13][C@@H:12]4[C@:32]([CH3:35])([CH2:33][CH2:34][C@H:10]([OH:9])[CH2:11]4)[C:31]=3[CH2:30][CH2:29][C@:28]1([CH3:36])[C@@H:19]([C@H:20]([CH3:27])[CH2:21][CH2:22][CH2:23][CH:24]([CH3:26])[CH3:25])[CH:18]=[CH:17]2)([OH:40])=[O:39] |f:2.3|. Starting materials: CS(=O)(=O)N1CCN(CC1)CC1=CC2=C(N=C(N=C2N2CCOCC2)SC)S1 (6-(4-methanesulfonyl-piperazin-1-ylmethyl)-2-methylsulfanyl-4-morpholin-4-yl-thieno[2,3-d]pyrimidine), C(CCC)[Sn](C=1C=NC2=C(C1)N=CN2COCC[Si](C)(C)C)(CCCC)CCCC (6-tributylstannanyl-3-(2-trimethylsilanyl-ethoxymethyl)-3H-imidazo[4,5-]pyridine). The reagents and catalysts are [Cu]Br.CSC (copper(I)bromide dimethylsulfide), C=1C=CC(=CC1)[P](C=2C=CC=CC2)(C=3C=CC=CC3)[Pd]([P](C=4C=CC=CC4)(C=5C=CC=CC5)C=6C=CC=CC6)([P](C=7C=CC=CC7)(C=8C=CC=CC8)C=9C=CC=CC9)[P](C=1C=CC=CC1)(C=1C=CC=CC1)C=1C=CC=CC1 (tetrakis(triphenylphosphine)palladium). Solvent: C(C)(=O)OCC (ethyl acetate), COCCOC (1,2-dimethoxyethane). Conditions: time 10 minute. Product: CS(=O)(=O)N1CCN(CC1)CC1=CC2=C(N=C(N=C2N2CCOCC2)C=2C=C3C(=NC2)N(C=N3)COCC[Si](C)(C)C)S1 (6-(4-methanesulfonyl-piperazin-1-ylmethyl)-4-morpholin-4-yl-2-[3-(2-trimethylsilanyl-ethoxymethyl)-3H-imidazo[4,5-b]pyridin-6-yl]-thieno[2,3-d]pyrimidine). Reaction SMILES: [CH3:1][S:2]([N:5]1[CH2:10][CH2:9][N:8]([CH2:11][C:12]2[S:28][C:15]3[N:16]=[C:17](SC)[N:18]=[C:19]([N:20]4[CH2:25][CH2:24][O:23][CH2:22][CH2:21]4)[C:14]=3[CH:13]=2)[CH2:7][CH2:6]1)(=[O:4])=[O:3].C([Sn](CCCC)(CCCC)[C:34]1[CH:35]=[N:36][C:37]2[N:42]([CH2:43][O:44][CH2:45][CH2:46][Si:47]([CH3:50])([CH3:49])[CH3:48])[CH:41]=[N:40][C:38]=2[CH:39]=1)CCC>COCCOC.C(OCC)(=O)C.[Cu]Br.CSC.C1C=CC([P]([Pd]([P](C2C=CC=CC=2)(C2C=CC=CC=2)C2C=CC=CC=2)([P](C2C=CC=CC=2)(C2C=CC=CC=2)C2C=CC=CC=2)[P](C2C=CC=CC=2)(C2C=CC=CC=2)C2C=CC=CC=2)(C2C=CC=CC=2)C2C=CC=CC=2)=CC=1>[CH3:1][S:2]([N:5]1[CH2:10][CH2:9][N:8]([CH2:11][C:12]2[S:28][C:15]3[N:16]=[C:17]([C:34]4[CH:39]=[C:38]5[N:40]=[CH:41][N:42]([CH2:43][O:44][CH2:45][CH2:46][Si:47]([CH3:50])([CH3:49])[CH3:48])[C:37]5=[N:36][CH:35]=4)[N:18]=[C:19]([N:20]4[CH2:25][CH2:24][O:23][CH2:22][CH2:21]4)[C:14]=3[CH:13]=2)[CH2:7][CH2:6]1)(=[O:3])=[O:4] |f:4.5,^1:79,81,100,119|. Reported procedure: To a solution of 6-(4-methanesulfonyl-piperazin-1-ylmethyl)-2-methylsulfanyl-4-morpholin-4-yl-thieno[2,3-d]pyrimidine (90 mg) in 1,2-dimethoxyethane (10 mL) was added 6-tributylstannanyl-3-(2-trimethylsilanyl-ethoxymethyl)-3H-imidazo[4,5-]pyridine (219 mg) and copper(I)bromide-dimethylsulfide (84 mg) and the reaction stirred at room temperature for 10 min. Then, tetrakis(triphenylphosphine)palladium (0) (12 mg) was added and the reaction heated at reflux for 16 h. After cooling to room temperatu... Starting materials: NC1=[N+](C(=CC(=C1)N1CCN(CC1)CC)C)[O-] (2-amino-6-methyl-4-(4-ethyl-1-piperazinyl)pyridine-1-oxide), ClS(=O)(=O)O (chlorosulfonic acid), C(C)(C)N(CC)C(C)C (di-isopropylethylamine). Solvent: C(Cl)(Cl)Cl (chloroform). Run at time 8 hour. Product: [OH-].NC1=[N+](C(=CC(=C1)N1CCN(CC1)CC)C)OS(=O)(=O)O (2-amino-6-methyl-4-(4-ethyl-1-piperazinyl)-1-sulfooxypyridinium hydroxide). RXN SMILES: [NH2:1][C:2]1[CH:7]=[C:6]([N:8]2[CH2:13][CH2:12][N:11]([CH2:14][CH3:15])[CH2:10][CH2:9]2)[CH:5]=[C:4]([CH3:16])[N+:3]=1[O-:17].Cl[S:19]([OH:22])(=[O:21])=[O:20].C(N(C(C)C)CC)(C)C>C(Cl)(Cl)Cl>[OH-:17].[NH2:1][C:2]1[CH:7]=[C:6]([N:8]2[CH2:13][CH2:12][N:11]([CH2:14][CH3:15])[CH2:10][CH2:9]2)[CH:5]=[C:4]([CH3:16])[N+:3]=1[O:17][S:19]([OH:22])(=[O:21])=[O:20] |f:4.5|. Reported procedure: A mixture of 1.00 grams of 2-amino-6-methyl-4-(4-ethyl-1-piperazinyl)pyridine-1-oxide, 1.15 grams of chlorosulfonic acid, and 2.50 grams of di-isopropylethylamine and 25 mls of chloroform is stirred overnight. The mixture is concentrated in vacuo. The residue is stirred with aqueous sodium bicarbonate, filtered, and washed with ether to give 2-amino-6-methyl-4-(4-ethyl-1-piperazinyl)-1-sulfooxypyridinium hydroxide, inner salt.